From a dataset of the Open Reaction Database (ORD), a public repository of structured organic reaction records. describe an organic reaction: reactants, conditions, products, and yield Reactants: [Li]CCCC, CC(C)NC(C)C, O=C(O)c1cc(F)c(F)cc1F, Nc1ccc(O)cc1. The product is O=C(O)c1cc(F)c(F)cc1Nc1ccc(O)cc1. As a reaction SMILES: [CH3:1][CH2:2][CH2:3][CH2:4][Li:5].[CH:6]([NH:7][CH:8]([CH3:9])[CH3:10])([CH3:11])[CH3:12].[F:21][c:22]1[c:23]([C:24](=[O:25])[OH:26])[cH:27][c:28]([F:32])[c:29]([F:31])[cH:30]1.[OH:13][c:14]1[cH:15][cH:16][c:17]([NH2:18])[cH:19][cH:20]1>>[OH:13][c:14]1[cH:15][cH:16][c:17]([NH:18][c:22]2[c:23]([C:24](=[O:25])[OH:26])[cH:27][c:28]([F:32])[c:29]([F:31])[cH:30]2)[cH:19][cH:20]1. Starting materials: CCN(C(C)C)C(C)C (Hunig's base), Cl.Cl.BrC1=CN=C2N1N=C(C=C2)N2CCNCC2 (3-bromo-6-piperazin-1-yl-imidazo[1,2-b]pyridazine dihydrochloride), C(C(C)(C)C)(=O)Cl (pivaloyl chloride). Solvent: C(C)(=O)OCC (ethyl acetate). Run at time 30 minute. Product: BrC1=CN=C2N1N=C(C=C2)N2CCN(CC2)C(C(C)(C)C)=O (1-[4-(3-Bromo-imidazo[1,2-b]pyridazin-6-yl)-piperazin-1-yl]-2,2-dimethyl-propan-1-one). As a reaction SMILES: CCN(C(C)C)C(C)C.Cl.Cl.[Br:12][C:13]1[N:17]2[N:18]=[C:19]([N:22]3[CH2:27][CH2:26][NH:25][CH2:24][CH2:23]3)[CH:20]=[CH:21][C:16]2=[N:15][CH:14]=1.[C:28](Cl)(=[O:33])[C:29]([CH3:32])([CH3:31])[CH3:30]>C(OCC)(=O)C>[Br:12][C:13]1[N:17]2[N:18]=[C:19]([N:22]3[CH2:23][CH2:24][N:25]([C:28](=[O:33])[C:29]([CH3:32])([CH3:31])[CH3:30])[CH2:26][CH2:27]3)[CH:20]=[CH:21][C:16]2=[N:15][CH:14]=1 |f:1.2.3|. Reported procedure: Hunig's base [7087-99-5] (1.8 mL, 10.3 mmol) was added to an ambient temperature stirred suspension of 3-bromo-6-piperazin-1-yl-imidazo[1,2-b]pyridazine dihydrochloride (907.1 mg, 2.6 mmol) in ethyl acetate (50 mL). After 30 minutes, pivaloyl chloride [3282-30-2] (0.3 mL, 2.5 mmol) was added and the suspension stirred under N2 blanket for 17 h then washed with brine, dried (MgSO4), and diluted with heptane. Chilling the stirred solution crystallized out a white powder which was isolated by filtr...